From a dataset of the Open Reaction Database (ORD), a public repository of structured organic reaction records. describe an organic reaction: reactants, conditions, products, and yield The reactants are C(C1=CC=CC=C1)N1CCC(CC1)NC1=C(C=CC=C1)CO (N-(1-benzyl-4-piperidinyl)-o-hydroxymethylaniline). The reagents and catalysts are [O-2].[O-2].[Mn+4] (manganese dioxide). The solvent is C(Cl)(Cl)Cl (chloroform). Yields the product C(C1=CC=CC=C1)N1CCC(CC1)NC1=C(C=CC=C1)C=O (N-(1-benzyl-4-piperidinyl)-o-formylaniline). Yield: 83.3%. RXN SMILES: [CH2:1]([N:8]1[CH2:13][CH2:12][CH:11]([NH:14][C:15]2[CH:20]=[CH:19][CH:18]=[CH:17][C:16]=2[CH2:21][OH:22])[CH2:10][CH2:9]1)[C:2]1[CH:7]=[CH:6][CH:5]=[CH:4][CH:3]=1>[O-2].[O-2].[Mn+4].C(Cl)(Cl)Cl>[CH2:1]([N:8]1[CH2:9][CH2:10][CH:11]([NH:14][C:15]2[CH:20]=[CH:19][CH:18]=[CH:17][C:16]=2[CH:21]=[O:22])[CH2:12][CH2:13]1)[C:2]1[CH:3]=[CH:4][CH:5]=[CH:6][CH:7]=1 |f:1.2.3|. Procedure details: A mixture of N-(1-benzyl-4-piperidinyl)-o-hydroxymethylaniline (2.9 g), chloroform (100 ml) and manganese dioxide (12 g) is refluxed for 1 hour. After cooling, the mixture is filtered and the filtrate is concentrated. The resulting residue is purified by silica gel column chromatography (eluent; dichloromethane) to give N-(1-benzyl-4-piperidinyl)-o-formylaniline (2.4 g) as yellow powders, m.p. 87°-90° C. Starting materials: O (water), OC=1C=2N(C=CC1)C(=C(N2)C)CC#C (8-hydroxy-2-methyl-3-(2-propynyl) imidazo-[1,2-a]pyridine), C([O-])([O-])=O.[K+].[K+] (potassium carbonate), CC1=CC=CC(=C1CCl)NC(=O)N (6-methyl-2-ureidobenzyl chloride). Run in CN(C=O)C (N,N-dimethylformamide). Conditions: time 20 minute. Product: CC=1N=C2N(C=CC=C2OCC2=C(C=CC=C2C)NC(=O)N)C1CC#C (2-methyl-8-(6-methyl-2-ureidobenzyloxy)-3-(2-propynyl)imidazo[1,2-a]pyridine). Yield: 12.4%. Reaction SMILES: [OH:1][C:2]1[C:3]2[N:4]([C:8]([CH2:12][C:13]#[CH:14])=[C:9]([CH3:11])[N:10]=2)[CH:5]=[CH:6][CH:7]=1.C(=O)([O-])[O-].[K+].[K+].[CH3:21][C:22]1[C:27]([CH2:28]Cl)=[C:26]([NH:30][C:31]([NH2:33])=[O:32])[CH:25]=[CH:24][CH:23]=1.O>CN(C)C=O>[CH3:11][C:9]1[N:10]=[C:3]2[C:2]([O:1][CH2:28][C:27]3[C:22]([CH3:21])=[CH:23][CH:24]=[CH:25][C:26]=3[NH:30][C:31]([NH2:33])=[O:32])=[CH:7][CH:6]=[CH:5][N:4]2[C:8]=1[CH2:12][C:13]#[CH:14] |f:1.2.3|. Reported procedure: A mixture of 8-hydroxy-2-methyl-3-(2-propynyl) imidazo-[1,2-a]pyridine (0.571 g) and potassium carbonate (0.424 g) in N,N-dimethylformamide (11.5 ml) was stirred at room temperature for 20 minutes under a nitrogen atmosphere and then 6-methyl-2-ureidobenzyl chloride (0.6 g) was added. After being stirred for 2.5 hours. The mixture was poured into water and the resulting precipitates were collected by filtration. The crude product was purified by column chromatography on silica gel (25 g) with a ... The reactants are ClCCl, Cc1cc(C)cc(C(=O)N(N)C(C)(C)C)c1, COc1cccc(C(=O)O)c1C, O=S(Cl)Cl. Yields the product COc1cccc(C(=O)NN(C(=O)c2cc(C)cc(C)c2)C(C)(C)C)c1C. Reaction SMILES: [CH2:33]([Cl:34])[Cl:35].[CH3:13][c:14]1[cH:15][c:16]([C:17](=[O:18])[N:19]([NH2:20])[C:21]([CH3:22])([CH3:23])[CH3:24])[cH:25][c:26]([CH3:28])[cH:27]1.[CH3:1][O:2][c:3]1[c:4]([CH3:12])[c:5]([C:6](=[O:7])[OH:8])[cH:9][cH:10][cH:11]1.[S:29]([Cl:30])([Cl:31])=[O:32]>>[CH3:1][O:2][c:3]1[c:4]([CH3:12])[c:5]([C:6](=[O:8])[NH:20][N:19]([C:17]([c:16]2[cH:15][c:14]([CH3:13])[cH:27][c:26]([CH3:28])[cH:25]2)=[O:18])[C:21]([CH3:22])([CH3:23])[CH3:24])[cH:9][cH:10][cH:11]1. As a reaction SMILES: [Br-:9].[CH2:10]([Mg+:11])[CH3:12].[CH3:1][Si:2]([O:3][CH2:4][C:5]#[CH:6])([CH3:7])[CH3:8].[CH3:34][CH2:35][O:36][C:37](=[O:38])[CH3:39].[Cl-:27].[NH4+:28].[O:13]=[C:14]1[CH2:15][CH2:16][N:17]([C:20](=[O:21])[O:22][C:23]([CH3:24])([CH3:25])[CH3:26])[CH2:18][CH2:19]1.[O:29]1[CH2:30][CH2:31][CH2:32][CH2:33]1.[OH2:40]>>[CH3:1][Si:2]([O:3][CH2:4][C:5]#[C:6][C:14]1([OH:13])[CH2:15][CH2:16][N:17]([C:20](=[O:21])[O:22][C:23]([CH3:24])([CH3:25])[CH3:26])[CH2:18][CH2:19]1)([CH3:7])[CH3:8]. Reactants: [Br-], CC[Mg+], C#CCO[Si](C)(C)C, CCOC(C)=O, [Cl-], [NH4+], CC(C)(C)OC(=O)N1CCC(=O)CC1, C1CCOC1, O. Yields the product CC(C)(C)OC(=O)N1CCC(O)(C#CCO[Si](C)(C)C)CC1. The reactants are CO, [H][H], CC(C)C1=CC2CC3(C=O)C4CCC(C)C4CC2(COC(=O)CN=[N+]=[N-])C13C(=O)[O-], [OH-], [OH-], [Pd+2]. The product is CC(C)C1=CC2CC3(C=O)C4CCC(C)C4CC2(COC(=O)CN)C13C(=O)O. As a reaction SMILES: [CH3:33][OH:34].[H:31][H:32].[N:1](=[N+:2]=[N-:3])[CH2:4][C:5](=[O:6])[O:7][CH2:8][C:9]12[CH2:10][CH:11]3[CH:12]([CH3:30])[CH2:13][CH2:14][CH:15]3[C:16]3([CH:28]=[O:29])[C:17]1([C:25](=[O:26])[O-:27])[C:18]([CH:22]([CH3:23])[CH3:24])=[CH:19][CH:20]2[CH2:21]3.[OH-:35].[OH-:37].[Pd+2:36]>>[NH2:1][CH2:4][C:5](=[O:6])[O:7][CH2:8][C:9]12[CH2:10][CH:11]3[CH:12]([CH3:30])[CH2:13][CH2:14][CH:15]3[C:16]3([CH:28]=[O:29])[C:17]1([C:25](=[O:26])[OH:27])[C:18]([CH:22]([CH3:23])[CH3:24])=[CH:19][CH:20]2[CH2:21]3. The reactants are Br, COc1ccc(Nc2nn(-c3ccccc3)cc2C)cc1, CC(=O)O, [Na+], [OH-], O. The product is Cc1cn(-c2ccccc2)nc1Nc1ccc(O)cc1. RXN SMILES: [BrH:22].[CH3:1][O:2][c:3]1[cH:4][cH:5][c:6]([NH:9][c:10]2[n:11][n:12](-[c:16]3[cH:17][cH:18][cH:19][cH:20][cH:21]3)[cH:13][c:14]2[CH3:15])[cH:7][cH:8]1.[CH3:23][C:24](=[O:25])[OH:26].[Na+:28].[OH-:27].[OH2:29]>>[OH:2][c:3]1[cH:4][cH:5][c:6]([NH:9][c:10]2[n:11][n:12](-[c:16]3[cH:17][cH:18][cH:19][cH:20][cH:21]3)[cH:13][c:14]2[CH3:15])[cH:7][cH:8]1. Starting materials: C(C)N1CCOCC1 (N-ethylmorpholine), Cl.C(C=C)OC(=O)N[C@H](C(=O)O)CC1=CC=C(C=C1)C(N)=N (2-(S)allyloxycarbonylamino-3-(4-carbamimidoyl-phenyl)-propionic acid hydrochloride), Cl.COC([C@H](CCC(=O)OC(C)(C)C)N)=O (2-(S)-amino-pentanedioic acid 5-tert-butyl ester 1-methyl ester hydrochloride), [B-](F)(F)(F)F.CCOC(=O)C(=NOC(=[N+](C)C)N(C)C)C#N (TOTU). The solvent is CN(C)C=O (DMF). Conditions: time 1 hour. The product is Cl.COC([C@H](CCC(=O)OC(C)(C)C)NC([C@H](CC1=CC=C(C=C1)C(N)=N)NC(=O)OCC=C)=O)=O (2-(S)-[2-(S)-Allyloxycarbonylamino-3-(4-carbamimidoyl-phenyl)-propionylamino]-pentanedioic acid 5-tert-butyl ester 1-methyl ester hydrochloride). Reaction SMILES: [ClH:1].[CH2:2]([O:5][C:6]([NH:8][C@@H:9]([CH2:13][C:14]1[CH:19]=[CH:18][C:17]([C:20](=[NH:22])[NH2:21])=[CH:16][CH:15]=1)[C:10]([OH:12])=O)=[O:7])[CH:3]=[CH2:4].Cl.[CH3:24][O:25][C:26](=[O:38])[C@@H:27]([NH2:37])[CH2:28][CH2:29][C:30]([O:32][C:33]([CH3:36])([CH3:35])[CH3:34])=[O:31].[B-](F)(F)(F)F.CCOC(C(C#N)=NOC(N(C)C)=[N+](C)C)=O.C(N1CCOCC1)C>CN(C=O)C>[ClH:1].[CH3:24][O:25][C:26](=[O:38])[C@@H:27]([NH:37][C:10](=[O:12])[C@@H:9]([NH:8][C:6]([O:5][CH2:2][CH:3]=[CH2:4])=[O:7])[CH2:13][C:14]1[CH:19]=[CH:18][C:17]([C:20](=[NH:22])[NH2:21])=[CH:16][CH:15]=1)[CH2:28][CH2:29][C:30]([O:32][C:33]([CH3:34])([CH3:35])[CH3:36])=[O:31] |f:0.1,2.3,4.5,8.9|. Procedure details: To 2-(S)allyloxycarbonylamino-3-(4-carbamimidoyl-phenyl)-propionic acid hydrochloride (3.48 g, 10.6 mmol) and 2-(S)-amino-pentanedioic acid 5-tert-butyl ester 1-methyl ester hydrochloride (2.7 g, 10.6 mmol) in 20 ml of DMF were added at −15° C. TOTU (3.83 g, 11.67 mmol) and N-ethylmorpholine (2.7 ml, 21.2 mmol). The mixture was stirred for 1 hour and then allowed to warm to room temperature. After evaporation, ethyl acetate was added to the residue and the organic layer was extracted with aqueou... The reactants are BrC=1C(=NC(=C(C1)NC(C(F)(F)F)=O)Br)[C@H](CC1=CC(=CC(=C1)F)F)NC(OC(C)(C)C)=O ((S)-tert-butyl (1-(3,6-dibromo-5-(2,2,2-trifluoroacetamido)pyridin-2-yl)-2-(3,5-difluorophenyl)ethyl)carbamate), C(=O)(C(F)(F)F)O.C(Cl)Cl (TFA methylene chloride). Procedure: A mixture of (S)-tert-butyl (1-(3,6-dibromo-5-(2,2,2-trifluoroacetamido)pyridin-2-yl)-2-(3,5-difluorophenyl)ethyl)carbamate (46C, 563 mg, 0.94 mmol) in 5 mL of methylene chloride was cooled down to 0° C. and to it was added 10 mL of 20% TFA/methylene chloride. The reaction was allowed to stir at room temperature for 1 hour and then concentrated to dryness to afford (S)—N-(6-(1-amino-2-(3,5-difluorophenyl)ethyl)-2,5-dibromopyridin-3-yl)-2,2,2-trifluoroacetamide as a TFA salt. 2-((3bS,4aR)-5,5-dif... Run in C(Cl)Cl (methylene chloride). The product is N[C@@H](CC1=CC(=CC(=C1)F)F)C1=C(C=C(C(=N1)Br)NC(C(F)(F)F)=O)Br ((S)—N-(6-(1-amino-2-(3,5-difluorophenyl)ethyl)-2,5-dibromopyridin-3-yl)-2,2,2-trifluoroacetamide), C(=O)(C(F)(F)F)O (TFA). RXN SMILES: [Br:1][C:2]1[C:3]([C@@H:16]([NH:26]C(=O)OC(C)(C)C)[CH2:17][C:18]2[CH:23]=[C:22]([F:24])[CH:21]=[C:20]([F:25])[CH:19]=2)=[N:4][C:5]([Br:15])=[C:6]([NH:8][C:9](=[O:14])[C:10]([F:13])([F:12])[F:11])[CH:7]=1.[C:34]([OH:40])([C:36]([F:39])([F:38])[F:37])=[O:35].C(Cl)Cl>C(Cl)Cl>[NH2:26][C@H:16]([C:3]1[N:4]=[C:5]([Br:15])[C:6]([NH:8][C:9](=[O:14])[C:10]([F:11])([F:13])[F:12])=[CH:7][C:2]=1[Br:1])[CH2:17][C:18]1[CH:19]=[C:20]([F:25])[CH:21]=[C:22]([F:24])[CH:23]=1.[C:34]([OH:40])([C:36]([F:39])([F:38])[F:37])=[O:35] |f:1.2|. Conditions: temperature 0 celsius, time 1 hour.